Dataset: the Open Reaction Database (ORD), a public repository of structured organic reaction records. Task: describe an organic reaction: reactants, conditions, products, and yield The reactants are C1(CC1)NC=1N=NC(=CC1)C#C (N-cyclopropyl-6-ethynylpyridazin-3-amine), ClC1=C(C=C(C(=O)NC2=CC(=C(C=C2)CN2CCN(CC2)C)C(F)(F)F)C=C1)I (4-chloro-3-iodo-N-(4-((4-methylpiperazin-1-yl)methyl)-3-(trifluoromethyl)phenyl)benzamide), ClC1=C(C=C(C(=O)NC2=CC(=C(C=C2)CN2CCN(CC2)C)C(F)(F)F)C=C1)I (4-chloro-3-iodo-N-(4-((4-methylpiperazin-1-yl)methyl)-3-(trifluoromethyl)phenyl)benzamide). The product is ClC1=C(C=C(C(=O)NC2=CC(=C(C=C2)CN2CCN(CC2)C)C(F)(F)F)C=C1)C#CC=1N=NC(=CC1)NC1CC1 (4-Chloro-3-(2-(6-(cyclopropylamino)pyridazin-3-yl)ethynyl)-N-(4-((4-methylpiperazin-1-yl)methyl)-3-(trifluoromethyl)phenyl)benzamide). RXN SMILES: [CH:1]1([NH:4][C:5]2[N:6]=[N:7][C:8]([C:11]#[CH:12])=[CH:9][CH:10]=2)[CH2:3][CH2:2]1.[Cl:13][C:14]1[CH:40]=[CH:39][C:17]([C:18]([NH:20][C:21]2[CH:26]=[CH:25][C:24]([CH2:27][N:28]3[CH2:33][CH2:32][N:31]([CH3:34])[CH2:30][CH2:29]3)=[C:23]([C:35]([F:38])([F:37])[F:36])[CH:22]=2)=[O:19])=[CH:16][C:15]=1I>>[Cl:13][C:14]1[CH:15]=[CH:16][C:17]([C:18]([NH:20][C:21]2[CH:26]=[CH:25][C:24]([CH2:27][N:28]3[CH2:33][CH2:32][N:31]([CH3:34])[CH2:30][CH2:29]3)=[C:23]([C:35]([F:37])([F:36])[F:38])[CH:22]=2)=[O:19])=[CH:39][C:40]=1[C:12]#[C:11][C:8]1[N:7]=[N:6][C:5]([NH:4][CH:1]2[CH2:3][CH2:2]2)=[CH:10][CH:9]=1. Procedure details: The title compound was synthesized from N-cyclopropyl-6-ethynylpyridazin-3-amine and 4-chloro-3-iodo-N-(4-((4-methylpiperazin-1-yl)methyl)-3-(trifluoromethyl)phenyl)benzamide in a manner similar to that described for in Example 1. The intermediate compound 4-chloro-3-iodo-N-(4-((4-methylpiperazin-1-yl)methyl)-3-(trifluoromethyl)phenyl)benzamide was made as for Example 12 (Step 1 to 4) with the spectra below: 1H NMR (300 MHz, DMSO-d6) δ: 10.66 (1H, s), 8.53 (1H, s), 8.19 (1H, s), 8.02-8.05 (1H, d... The reactants are CCOCC, Cl, O=N[O-], CCOC(=O)c1sc(NN)nc1C, [Na+], O. Yields the product CCOC(=O)c1sc(N=[N+]=[N-])nc1C. RXN SMILES: [CH3:19][CH2:20][O:21][CH2:22][CH3:23].[ClH:14].[N:15]([O-:16])=[O:17].[NH:1]([NH2:2])[c:3]1[s:4][c:5]([C:9](=[O:10])[O:11][CH2:12][CH3:13])[c:6]([CH3:8])[n:7]1.[Na+:18].[OH2:24]>>[N:1](=[N+:2]=[N-:15])[c:3]1[s:4][c:5]([C:9](=[O:10])[O:11][CH2:12][CH3:13])[c:6]([CH3:8])[n:7]1.